Task: describe an organic reaction: reactants, conditions, products, and yield. Dataset: the Open Reaction Database (ORD), a public repository of structured organic reaction records Starting materials: COC=1C=C2C(=CN(C2=CC1)C)C1=CC=2C(=NC=C(N2)CO)N1COCC[Si](C)(C)C ((6-(5-methoxy-1-methyl-1H-indol-3-yl)-5-((2-(trimethylsilyl)ethoxy)methyl)-5H-pyrrolo[2,3-b]pyrazin-2-yl)methanol), C(Cl)Cl (DCM), S(=O)(Cl)Cl (thionyl chloride), [N-]=[N+]=[N-].[Na+] (NaN3). Run in O (water). Run at time 40 minute. The product is N(=[N+]=[N-])CC=1N=C2C(=NC1)N(C(=C2)C2=CN(C1=CC=C(C=C21)OC)C)COCC[Si](C)(C)C (2-(azidomethyl)-6-(5-methoxy-1-methyl-1H-indol-3-yl)-5-((2-(trimethylsilyl)ethoxy)methyl)-5H-pyrrolo[2,3-b]pyrazine). Yield: 100.0%. RXN SMILES: [CH3:1][O:2][C:3]1[CH:4]=[C:5]2[C:9](=[CH:10][CH:11]=1)[N:8]([CH3:12])[CH:7]=[C:6]2[C:13]1[N:23]([CH2:24][O:25][CH2:26][CH2:27][Si:28]([CH3:31])([CH3:30])[CH3:29])[C:16]2=[N:17][CH:18]=[C:19]([CH2:21]O)[N:20]=[C:15]2[CH:14]=1.C(Cl)Cl.S(Cl)(Cl)=O.[N-:39]=[N+:40]=[N-:41].[Na+]>O>[N:39]([CH2:21][C:19]1[N:20]=[C:15]2[CH:14]=[C:13]([C:6]3[C:5]4[C:9](=[CH:10][CH:11]=[C:3]([O:2][CH3:1])[CH:4]=4)[N:8]([CH3:12])[CH:7]=3)[N:23]([CH2:24][O:25][CH2:26][CH2:27][Si:28]([CH3:29])([CH3:31])[CH3:30])[C:16]2=[N:17][CH:18]=1)=[N+:40]=[N-:41] |f:3.4|. Reported procedure: A flask was charged with (6-(5-methoxy-1-methyl-1H-indol-3-yl)-5-((2-(trimethylsilyl)ethoxy)methyl)-5H-pyrrolo[2,3-b]pyrazin-2-yl)methanol (4.00 g, 9.12 mmol, Preparation #F.1), DCM (90 mL) and thionyl chloride (0.732 mL, 10.0 mmol). The mixture was stirred at rt for about 40 min and concentrated under reduced pressure. The residue was dissolved in DMF (90 mL) and treated with NaN3 (1.48 g, 22.8 mmol). The mixture was stirred overnight at rt. The solution was diluted with water (150 mL). The sus... The reactants are [N+](=O)([O-])C1=CC=C(CBr)C=C1 (4-nitrobenzyl bromide), C(C)N (ethylamine). Run in C(C)O (ethanol). The product is C(C)NCC1=CC=C(C=C1)[N+](=O)[O-] (4-(N-ethyl-aminomethyl)-nitrobenzene). As a reaction SMILES: [N+:1]([C:4]1[CH:11]=[CH:10][C:7]([CH2:8]Br)=[CH:6][CH:5]=1)([O-:3])=[O:2].[CH2:12]([NH2:14])[CH3:13]>C(O)C>[CH2:12]([NH:14][CH2:8][C:7]1[CH:10]=[CH:11][C:4]([N+:1]([O-:3])=[O:2])=[CH:5][CH:6]=1)[CH3:13]. Procedure details: 6.0 g of 4-nitrobenzyl bromide are dissolved in 25 ml of ethanol, combined with 25 ml of 10% ethanolic ethylamine solution and refluxed for 2 hours. Then the solution is concentrated by rotary evaporation, the residue is taken up with methylene chloride and washed with dilute sodium hydroxide solution. Finally the organic phase is evaporated down. Yields the product FC(C1=NC2=C(N1C1=CC(=NC(=N1)N1CCOCC1)N[C@@H]1CC[C@H](CC1)C(=O)N)C=CC=C2)F (trans-4-({6-[2-(difluoromethyl)-1H-benzimidazol-1-yl]-2-(morpholin-4-yl)pyrimidin-4-yl}amino)cyclohexanecarboxamide). Procedure: trans-4-({6-[2-(Difluoromethyl)-1H-benzimidazol-1-yl]-2-(morpholin-4-yl)pyrimidin-4-yl}amino)cyclohexanecarboxylic acid (232 mg) was dissolved in tetrahydrofuran (2.3 mL), and isobutyl chloroformate (70 μL) and 4-methylmorpholine (60 μL) were added thereto at 0° C., followed by stirring at 0° C. for 30 minutes and at room temperature for 2 hours. Subsequently, 28% aqueous ammonia (300 μL) was added thereto at 0° C., followed by stirring for 2 hours. The solvent was evaporated under reduced press... Reactants: N (ammonia), ClC(=O)OCC(C)C (isobutyl chloroformate), CN1CCOCC1 (4-methylmorpholine), FC(C1=NC2=C(N1C1=CC(=NC(=N1)N1CCOCC1)N[C@@H]1CC[C@H](CC1)C(=O)O)C=CC=C2)F (trans-4-({6-[2-(Difluoromethyl)-1H-benzimidazol-1-yl]-2-(morpholin-4-yl)pyrimidin-4-yl}amino)cyclohexanecarboxylic acid). Reaction SMILES: [F:1][CH:2]([F:34])[C:3]1[N:7]([C:8]2[N:13]=[C:12]([N:14]3[CH2:19][CH2:18][O:17][CH2:16][CH2:15]3)[N:11]=[C:10]([NH:20][C@H:21]3[CH2:26][CH2:25][C@H:24]([C:27](O)=[O:28])[CH2:23][CH2:22]3)[CH:9]=2)[C:6]2[CH:30]=[CH:31][CH:32]=[CH:33][C:5]=2[N:4]=1.ClC(OCC(C)C)=O.C[N:44]1CCOCC1.N>O1CCCC1>[F:34][CH:2]([F:1])[C:3]1[N:7]([C:8]2[N:13]=[C:12]([N:14]3[CH2:19][CH2:18][O:17][CH2:16][CH2:15]3)[N:11]=[C:10]([NH:20][C@H:21]3[CH2:22][CH2:23][C@H:24]([C:27]([NH2:44])=[O:28])[CH2:25][CH2:26]3)[CH:9]=2)[C:6]2[CH:30]=[CH:31][CH:32]=[CH:33][C:5]=2[N:4]=1. Run at temperature 0 celsius, time 2 hour. The solvent is O1CCCC1 (tetrahydrofuran). The product is O=C(O)c1ccc(Cn2nc(-c3ccc(OC(F)(F)F)cc3)cc2C2CCCCC2)cc1. Reaction SMILES: [CH3:36][CH2:37][OH:38].[CH:1]1([c:7]2[cH:8][c:9](-[c:23]3[cH:24][cH:25][c:26]([O:29][C:30]([F:31])([F:32])[F:33])[cH:27][cH:28]3)[n:10][n:11]2[CH2:12][c:13]2[cH:14][cH:15][c:16]([C:17](=[O:18])[O:19][CH3:20])[cH:21][cH:22]2)[CH2:2][CH2:3][CH2:4][CH2:5][CH2:6]1.[Na+:35].[OH-:34].[OH2:39]>>[CH:1]1([c:7]2[cH:8][c:9](-[c:23]3[cH:24][cH:25][c:26]([O:29][C:30]([F:31])([F:32])[F:33])[cH:27][cH:28]3)[n:10][n:11]2[CH2:12][c:13]2[cH:14][cH:15][c:16]([C:17](=[O:18])[OH:19])[cH:21][cH:22]2)[CH2:2][CH2:3][CH2:4][CH2:5][CH2:6]1. Starting materials: CCO, COC(=O)c1ccc(Cn2nc(-c3ccc(OC(F)(F)F)cc3)cc2C2CCCCC2)cc1, [Na+], [OH-], O. RXN SMILES: [C:1]([O-:2])(=[O:3])[OH:4].[CH3:26][CH2:27][OH:28].[Cl:9][c:10]1[c:11]([C:24]#[N:25])[n:12][cH:13][c:14]([Cl:23])[c:15]1[O:16][CH:17]([C:18]([F:19])([F:20])[F:21])[CH3:22].[ClH:6].[NH2:7][OH:8].[Na+:5]>>[O:2]=[C:24]([c:11]1[c:10]([Cl:9])[c:15]([O:16][CH:17]([C:18]([F:19])([F:20])[F:21])[CH3:22])[c:14]([Cl:23])[cH:13][n:12]1)[NH2:25]. Product: CC(Oc1c(Cl)cnc(C(N)=O)c1Cl)C(F)(F)F. Reactants: O=C([O-])O, CCO, CC(Oc1c(Cl)cnc(C#N)c1Cl)C(F)(F)F, Cl, NO, [Na+]. Starting materials: C(C)OC(C1=CC(=C(C(=C1)Cl)N)Cl)=O (4-amino-3,5-dichlorobenzoic acid ethyl ester), C(C)(=O)OC(C)=O (acetic anhydride). The solvent is C(=O)O (formic acid). The product is C(C)OC(C1=CC(=C(C(=C1)Cl)NC=O)Cl)=O (3,5-dichloro-4-formamidobenzoic acid ethyl ester). Isolated yield 78.9%. RXN SMILES: [CH2:1]([O:3][C:4](=[O:14])[C:5]1[CH:10]=[C:9]([Cl:11])[C:8]([NH2:12])=[C:7]([Cl:13])[CH:6]=1)[CH3:2].[C:15](OC(=O)C)(=[O:17])C>C(O)=O>[CH2:1]([O:3][C:4](=[O:14])[C:5]1[CH:10]=[C:9]([Cl:11])[C:8]([NH:12][CH:15]=[O:17])=[C:7]([Cl:13])[CH:6]=1)[CH3:2]. Reported procedure: Following the procedure in Rouot et al., in J. Med. Chem., 19, 1049 (1976), 4-amino-3,5-dichlorobenzoic acid ethyl ester (70.2 g., 030 m) is reacted with the product from acetic anhydride (61.3 g., 0.60 m) and formic acid (34.5 g., 0.75 m) to yield the desired 3,5-dichloro-4-formamidobenzoic acid ethyl ester (62.0 g., 0.237 m) in crude yield of 79% with a melting point of 168°-170° C. Reaction of this crude (16.35 g., 0.062 m) with a mixture of thionyl chloride (55.4 g., 0.47 m) and a sulfuryl c... Reaction SMILES: [Br:7][c:8]1[cH:9][cH:10][c:11]([N:14]2[CH2:15][CH2:16][O:17][CH2:18][CH2:19]2)[cH:12][cH:13]1.[CH2:21]([N+:22]([CH2:23][CH3:24])([CH2:25][CH3:26])[CH2:27][CH3:28])[c:29]1[cH:30][cH:31][cH:32][cH:33][cH:34]1.[Cl-:20].[Cl:35][CH2:36][Cl:37].[K+:6].[Mn:1](=[O:2])([O-:3])(=[O:4])=[O:5]>>[O:2]=[C:15]1[N:14]([c:11]2[cH:10][cH:9][c:8]([Br:7])[cH:13][cH:12]2)[CH2:19][CH2:18][O:17][CH2:16]1. Reactants: Brc1ccc(N2CCOCC2)cc1, CC[N+](CC)(CC)Cc1ccccc1, [Cl-], ClCCl, [K+], O=[Mn](=O)(=O)[O-]. Yields the product O=C1COCCN1c1ccc(Br)cc1. The yield is 112.6%. Procedure details: A solution of 3-[N-(1-benzyl-piperidin-3-yl)-anilino]-N,N-diethyl benzamide (compound 17) (50 mg, 0.11 mmol) in EtOH (5 mL) was hydrogenated at 30 psi in the presence of a catalytic amount of Pd(OH)2 on carbon for 6 h. The mixture was filtered through Celite®, concentrated and the residue purified by chromatography (gradient, 9:1:0 to 9:1:0.5 EtOAc/heptane/Et3N) to yield the title compound 18 (15 mg, 36%) as a pale yellow viscous oil. The reagents and catalysts are [OH-].[OH-].[Pd+2] (Pd(OH)2 on carbon). Run in CCO (EtOH). Starting materials: C(C1=CC=CC=C1)N1CC(CCC1)N(C1=CC=CC=C1)C=1C=C(C(=O)N(CC)CC)C=CC1 (3-[N-(1-benzyl-piperidin-3-yl)-anilino]-N,N-diethyl benzamide), C(C1=CC=CC=C1)N1CC(CCC1)N(C1=CC=CC=C1)C=1C=C(C(=O)N(CC)CC)C=CC1 (3-[N-(1-benzyl-piperidin-3-yl)-anilino]-N,N-diethyl benzamide). Yields the product C(C1=CC=CC=C1)(=O)N (benzamide). As a reaction SMILES: C(N1CCCC(N([C:21]2[CH:22]=[C:23]([CH:31]=[CH:32][CH:33]=2)[C:24]([N:26](CC)CC)=[O:25])C2C=CC=CC=2)C1)C1C=CC=CC=1>CCO.[OH-].[OH-].[Pd+2]>[C:24]([NH2:26])(=[O:25])[C:23]1[CH:31]=[CH:32][CH:33]=[CH:21][CH:22]=1 |f:2.3.4|. Reactants: CC(C)(C)O, Cc1cccc(C#Cc2cn(-c3ccnc(Cl)c3)c(C)n2)c1, [K+], [OH-]. Yields the product Cc1cccc(C#Cc2cn(-c3cc[nH]c(=O)c3)c(C)n2)c1. As a reaction SMILES: [CH3:25][C:26]([OH:27])([CH3:28])[CH3:29].[Cl:1][c:2]1[n:3][cH:4][cH:5][c:6](-[n:8]2[c:9]([CH3:22])[n:10][c:11]([C:13]#[C:14][c:15]3[cH:16][c:17]([CH3:21])[cH:18][cH:19][cH:20]3)[cH:12]2)[cH:7]1.[K+:24].[OH-:23]>>[c:2]1(=[O:23])[nH:3][cH:4][cH:5][c:6](-[n:8]2[c:9]([CH3:22])[n:10][c:11]([C:13]#[C:14][c:15]3[cH:16][c:17]([CH3:21])[cH:18][cH:19][cH:20]3)[cH:12]2)[cH:7]1. The reactants are C(C)(C)(C)O[C@H](C(=O)OCC)C1=C(C2=C(N=C(S2)C2=CC(=NC=C2C(F)F)Cl)C=C1C)C1=CC=C(C=C1)Cl ((S)-ethyl 2-(tert-butoxy)-2-(2-(2-chloro-5-(difluoromethyl)pyridin-4-yl)-7-(4-chlorophenyl)-5-methylbenzo[d]thiazol-6-yl)acetate), CN1N=CC2=CC(=CC=C12)B(O)O ((1-methyl-1H-indazol-5-yl)boronic acid), C(=O)([O-])[O-].[K+].[K+] (K2CO3). The reagents and catalysts are C=1C=CC(=CC1)[P](C=2C=CC=CC2)(C=3C=CC=CC3)[Pd]([P](C=4C=CC=CC4)(C=5C=CC=CC5)C=6C=CC=CC6)([P](C=7C=CC=CC7)(C=8C=CC=CC8)C=9C=CC=CC9)[P](C=1C=CC=CC1)(C=1C=CC=CC1)C=1C=CC=CC1 (Pd(PPh3)4). Solvent: CCOC(=O)C (EtOAc). Run at temperature 120 celsius. Yields the product C(C)(C)(C)O[C@H](C(=O)OCC)C1=C(C2=C(N=C(S2)C2=CC(=NC=C2C(F)F)C=2C=C3C=NN(C3=CC2)C)C=C1C)C1=CC=C(C=C1)Cl ((S)-ethyl 2-(tert-butoxy)-2-(7-(4-chlorophenyl)-2-(5-(difluoromethyl)-2-(1-methyl-1H-indazol-5-yl)pyridin-4-yl)-5-methylbenzo[d]thiazol-6-yl)acetate). As a reaction SMILES: [C:1]([O:5][C@@H:6]([C:12]1[C:30]([CH3:31])=[CH:29][C:15]2[N:16]=[C:17]([C:19]3[C:24]([CH:25]([F:27])[F:26])=[CH:23][N:22]=[C:21](Cl)[CH:20]=3)[S:18][C:14]=2[C:13]=1[C:32]1[CH:37]=[CH:36][C:35]([Cl:38])=[CH:34][CH:33]=1)[C:7]([O:9][CH2:10][CH3:11])=[O:8])([CH3:4])([CH3:3])[CH3:2].[CH3:39][N:40]1[C:48]2[C:43](=[CH:44][C:45](B(O)O)=[CH:46][CH:47]=2)[CH:42]=[N:41]1.C([O-])([O-])=O.[K+].[K+]>CCOC(C)=O.C1C=CC([P]([Pd]([P](C2C=CC=CC=2)(C2C=CC=CC=2)C2C=CC=CC=2)([P](C2C=CC=CC=2)(C2C=CC=CC=2)C2C=CC=CC=2)[P](C2C=CC=CC=2)(C2C=CC=CC=2)C2C=CC=CC=2)(C2C=CC=CC=2)C2C=CC=CC=2)=CC=1>[C:1]([O:5][C@@H:6]([C:12]1[C:30]([CH3:31])=[CH:29][C:15]2[N:16]=[C:17]([C:19]3[C:24]([CH:25]([F:26])[F:27])=[CH:23][N:22]=[C:21]([C:45]4[CH:44]=[C:43]5[C:48](=[CH:47][CH:46]=4)[N:40]([CH3:39])[N:41]=[CH:42]5)[CH:20]=3)[S:18][C:14]=2[C:13]=1[C:32]1[CH:37]=[CH:36][C:35]([Cl:38])=[CH:34][CH:33]=1)[C:7]([O:9][CH2:10][CH3:11])=[O:8])([CH3:2])([CH3:3])[CH3:4] |f:2.3.4,^1:67,69,88,107|. Procedure: A microwave vial containing (S)-ethyl 2-(tert-butoxy)-2-(2-(2-chloro-5-(difluoromethyl)pyridin-4-yl)-7-(4-chlorophenyl)-5-methylbenzo[d]thiazol-6-yl)acetate (44 mg, 0.076 mmol) was charged with (1-methyl-1H-indazol-5-yl)boronic acid (26 mg, 0.15 mmol), then Pd(PPh3)4 (18 mg, 0.02 mmol). The vial was flushed with argon, diluted with dioxane (1.0 mL) and to this was added 2M aqueous K2CO3 (0.15 mL, 0.30 mmol). The vial was sealed, heated to 120° C. for 3 hours, and then allowed to cool to room tem...